This data is from the Open Reaction Database (ORD), a public repository of structured organic reaction records. The task is: describe an organic reaction: reactants, conditions, products, and yield The reactants are COC(=O)c1ccc(OCc2c(-c3ccccc3)noc2C)nc1, CCO, [Na+], [OH-]. The product is Cc1onc(-c2ccccc2)c1COc1ccc(C(=O)O)cn1. Reaction SMILES: [CH3:1][O:2][C:3]([c:4]1[cH:5][n:6][c:7]([O:10][CH2:11][c:12]2[c:13](-[c:18]3[cH:19][cH:20][cH:21][cH:22][cH:23]3)[n:14][o:15][c:16]2[CH3:17])[cH:8][cH:9]1)=[O:24].[CH3:27][CH2:28][OH:29].[Na+:26].[OH-:25]>>[O:2]=[C:3]([c:4]1[cH:5][n:6][c:7]([O:10][CH2:11][c:12]2[c:13](-[c:18]3[cH:19][cH:20][cH:21][cH:22][cH:23]3)[n:14][o:15][c:16]2[CH3:17])[cH:8][cH:9]1)[OH:24]. The reactants are c1ccc(CNc2ccc(CN3CCN(c4ccccc4)CC3)cc2)cc1, Cn1cnc(S(=O)(=O)Cl)c1, ClCCl, c1ccncc1. The product is Cn1cnc(S(=O)(=O)N(Cc2ccccc2)c2ccc(CN3CCN(c4ccccc4)CC3)cc2)c1. As a reaction SMILES: [CH2:1]([c:2]1[cH:3][cH:4][cH:5][cH:6][cH:7]1)[NH:8][c:9]1[cH:10][cH:11][c:12]([CH2:15][N:16]2[CH2:17][CH2:18][N:19]([c:22]3[cH:23][cH:24][cH:25][cH:26][cH:27]3)[CH2:20][CH2:21]2)[cH:13][cH:14]1.[CH3:28][n:29]1[cH:30][n:31][c:32]([S:34](=[O:35])(=[O:36])[Cl:37])[cH:33]1.[Cl:44][CH2:45][Cl:46].[cH:38]1[cH:39][cH:40][n:41][cH:42][cH:43]1>>[CH2:1]([c:2]1[cH:3][cH:4][cH:5][cH:6][cH:7]1)[N:8]([c:9]1[cH:10][cH:11][c:12]([CH2:15][N:16]2[CH2:17][CH2:18][N:19]([c:22]3[cH:23][cH:24][cH:25][cH:26][cH:27]3)[CH2:20][CH2:21]2)[cH:13][cH:14]1)[S:34]([c:32]1[n:31][cH:30][n:29]([CH3:28])[cH:33]1)(=[O:35])=[O:36]. The reactants are C(C=C)OC(=O)N1[C@@H](C[C@H](C1)OS(=O)(=O)C)CN1C(CNCC1)=O ((2S,4R)-1-allyloxycarbonyl-2-(2-oxo-piperazin-1-yl) methyl-4-(methanesulfonyloxy)pyrrolidine), C(C)(C)N(CC)C(C)C (N,N-diisopropyl-N-ethylamine), CI (methyl iodide). The solvent is ClCCl (dichloromethane). Reaction conditions: time 12 hour. Yields the product C(C=C)OC(=O)N1[C@@H](C[C@H](C1)OS(=O)(=O)C)CN1C(CN(CC1)C)=O ((2S,4R)-1-allyloxycarbonyl-2-(2-oxo-4-methylpiperazin-1-yl) methyl-4-(methanesulfonyloxy)pyrrolidine). Reaction SMILES: [CH2:1]([O:4][C:5]([N:7]1[CH2:11][C@H:10]([O:12][S:13]([CH3:16])(=[O:15])=[O:14])[CH2:9][C@H:8]1[CH2:17][N:18]1[CH2:23][CH2:22][NH:21][CH2:20][C:19]1=[O:24])=[O:6])[CH:2]=[CH2:3].[CH:25](N(C(C)C)CC)(C)C.CI>ClCCl>[CH2:1]([O:4][C:5]([N:7]1[CH2:11][C@H:10]([O:12][S:13]([CH3:16])(=[O:15])=[O:14])[CH2:9][C@H:8]1[CH2:17][N:18]1[CH2:23][CH2:22][N:21]([CH3:25])[CH2:20][C:19]1=[O:24])=[O:6])[CH:2]=[CH2:3]. Procedure: To a solution of (2S,4R)-1-allyloxycarbonyl-2-(2-oxo-piperazin-1-yl) methyl-4-(methanesulfonyloxy)pyrrolidine (6.37 g) in dichloromethane (60 ml) were added N,N-diisopropyl-N-ethylamine (3.38 ml) and methyl iodide (1.64 ml) under ice cooling with stirring, and the mixture was allowed to stay in a refrigeration for 12 hours. The mixture was evaporated in vacuo. The residue was purified by silica gel column chromatography eluting with a mixture of ethyl acetate, methanol and isopropylamine (10:1:0... Reactants: C1CCOC1, CI, CS(C)=O, [Cl-], [H-], Nc1ccc(S(=O)(=O)NCCOCCO)cc1, [Na+], [Na+]. Yields the product CN(CCOCCO)S(=O)(=O)c1ccc(N)cc1. Reaction SMILES: [CH2:24]1[O:25][CH2:26][CH2:27][CH2:28]1.[CH3:20][I:21].[CH3:29][S:30]([CH3:31])=[O:32].[Cl-:22].[H-:18].[NH2:1][c:2]1[cH:3][cH:4][c:5]([S:8](=[O:9])(=[O:10])[NH:11][CH2:12][CH2:13][O:14][CH2:15][CH2:16][OH:17])[cH:6][cH:7]1.[Na+:19].[Na+:23]>>[NH2:1][c:2]1[cH:3][cH:4][c:5]([S:8](=[O:9])(=[O:10])[N:11]([CH2:12][CH2:13][O:14][CH2:15][CH2:16][OH:17])[CH3:20])[cH:6][cH:7]1. Reactants: C1=CC=CCC1 (1,3-cyclohexadiene), C=CC=C (butadiene). Product: C1=CC=CCC1.C=CC=C (cyclohexadiene butadiene). Isolated yield 218.9%. RXN SMILES: [CH:1]1[CH2:6][CH2:5][CH:4]=[CH:3][CH:2]=1.[CH2:7]=[CH:8][CH:9]=[CH2:10]>>[CH:6]1[CH2:5][CH2:4][CH:3]=[CH:2][CH:1]=1.[CH2:7]=[CH:8][CH:9]=[CH2:10] |f:2.3|. Reported procedure: The same operation as in Preparation example b was conducted except that 3 g of 1,3-cyclohexadiene and 10 g of butadiene were added, so as to obtain 11 g of a cyclohexadiene-butadiene copolymer.